Dataset: the Open Reaction Database (ORD), a public repository of structured organic reaction records. Task: describe an organic reaction: reactants, conditions, products, and yield Starting materials: CC(C)C(=O)CCc1ccc(NC(=O)OCc2ccccc2)cc1, C1CCOC1, CC(=O)OCc1ccccc1, CCOC(C)=O, CC(=O)O, [Li]CCCC, CC(C)NC(C)C, O. Product: CC(C)C(O)(CCc1ccc(NC(=O)OCc2ccccc2)cc1)CC(=O)OCc1ccccc1. As a reaction SMILES: [CH2:24]([c:25]1[cH:26][cH:27][cH:28][cH:29][cH:30]1)[O:31][C:32]([NH:33][c:34]1[cH:35][cH:36][c:37]([CH2:40][CH2:41][C:42]([CH:43]([CH3:44])[CH3:45])=[O:46])[cH:38][cH:39]1)=[O:47].[CH2:48]1[O:49][CH2:50][CH2:51][CH2:52]1.[CH3:13][C:14](=[O:15])[O:16][CH2:17][c:18]1[cH:19][cH:20][cH:21][cH:22][cH:23]1.[CH3:54][CH2:55][O:56][C:57]([CH3:58])=[O:59].[CH3:60][C:61](=[O:62])[OH:63].[CH3:8][CH2:9][CH2:10][CH2:11][Li:12].[CH:1]([NH:2][CH:3]([CH3:4])[CH3:5])([CH3:6])[CH3:7].[OH2:53]>>[CH2:13]([C:14](=[O:15])[O:16][CH2:17][c:18]1[cH:19][cH:20][cH:21][cH:22][cH:23]1)[C:42]([CH2:41][CH2:40][c:37]1[cH:36][cH:35][c:34]([NH:33][C:32]([O:31][CH2:24][c:25]2[cH:26][cH:27][cH:28][cH:29][cH:30]2)=[O:47])[cH:39][cH:38]1)([CH:43]([CH3:44])[CH3:45])[OH:46].